This data is from the Open Reaction Database (ORD), a public repository of structured organic reaction records. The task is: describe an organic reaction: reactants, conditions, products, and yield Reactants: OCCC1CC(NC(O1)=O)(C)C (6-(2-hydroxyethyl)-4,4-dimethyl-1,3-oxazinan-2-one), ClN1C(N(C(N(C1=O)Cl)=O)Cl)=O (trichloroisocyanuric acid). Yield: 87.5%. As a reaction SMILES: [OH:1][CH2:2][CH2:3][CH:4]1[O:9][C:8](=[O:10])[NH:7][C:6]([CH3:12])([CH3:11])[CH2:5]1.[Cl:13]N1C(=O)N(Cl)C(=O)N(Cl)C1=O>ClCCl.CO>[Cl:13][N:7]1[C:6]([CH3:12])([CH3:11])[CH2:5][CH:4]([CH2:3][CH2:2][OH:1])[O:9][C:8]1=[O:10]. Yields the product ClN1C(OC(CC1(C)C)CCO)=O (3-chloro-6-(2-hydroxyethyl)-4,4-dimethyl-1,3-oxazinan-2-one). The solvent is ClCCl (dichloromethane), CO (methanol). Reaction conditions: time 4 hour. Procedure: To a solution of 6-(2-hydroxyethyl)-4,4-dimethyl-1,3-oxazinan-2-one (278 mg, 1.6 mmol) in 4 mL dichloromethane and 250 uL methanol was added trichloroisocyanuric acid (370 mg, 1.6 mmol). The reaction mixture was stirred at room temperature for 4 hours and then directly purified by column chromatography (0 to 10% methanol in dichloromethane) to give a white solid (291 mg, 1.40 mmol, 87%). 1H NMR (D2O, 400 MHz) δ 1.35 (s, 6H), 1.78-1.83 (m, 2H), 1.97-2.03 (dd, J=11.9, 14.2 Hz, 1H), 2.13-2.17 (dd, ... Reactants: CCCCCCc1ccc(S(=O)(=O)Cl)cc1, Nc1nncs1, O, c1ccncc1. Product: CCCCCCc1ccc(S(=O)(=O)Nc2nncs2)cc1. Reaction SMILES: [CH2:7]([CH2:8][CH2:9][CH2:10][CH2:11][CH3:12])[c:13]1[cH:14][cH:15][c:16]([S:19](=[O:20])(=[O:21])[Cl:22])[cH:17][cH:18]1.[NH2:1][c:2]1[s:3][cH:4][n:5][n:6]1.[OH2:23].[cH:24]1[cH:25][cH:26][n:27][cH:28][cH:29]1>>[NH:1]([c:2]1[s:3][cH:4][n:5][n:6]1)[S:19]([c:16]1[cH:15][cH:14][c:13]([CH2:7][CH2:8][CH2:9][CH2:10][CH2:11][CH3:12])[cH:18][cH:17]1)(=[O:20])=[O:21]. Starting materials: C(C1=CC=CC=C1)OC1=CC=C(C=C1)B(O)O (4-(benzyloxy)phenylboronic acid), ClC=1C2=C(N=CN1)N(C=C2I)C2CCC1(OCCO1)CC2 (4-chloro-7-(1,4-dioxaspiro[4.5]dec-8-yl)-5-iodo-7H-pyrrolo[2,3-d]pyrimidine), C([O-])([O-])=O.[Na+].[Na+] (sodium carbonate). Reagents/catalysts: C=1C=CC(=CC1)[P](C=2C=CC=CC2)(C=3C=CC=CC3)[Pd]([P](C=4C=CC=CC4)(C=5C=CC=CC5)C=6C=CC=CC6)([P](C=7C=CC=CC7)(C=8C=CC=CC8)C=9C=CC=CC9)[P](C=1C=CC=CC1)(C=1C=CC=CC1)C=1C=CC=CC1 (tetrakis(triphenylphosphine)palladium). Run in O (water), COCCOC (ethylene glycol dimethyl ether). Run at temperature 80 celsius, time 5 hour. The product is C(C1=CC=CC=C1)OC1=CC=C(C=C1)C1=CN(C=2N=CN=C(C21)Cl)C2CCC1(OCCO1)CC2 (5-[4-(benzyloxy)phenyl]-4-chloro-7-(1,4-dioxaspiro[4.5]dec-8-yl)-7H-pyrrolo[2,3-d]pyrimidine). Yield: 60.5%. As a reaction SMILES: [Cl:1][C:2]1[C:3]2[C:10](I)=[CH:9][N:8]([CH:12]3[CH2:21][CH2:20][C:15]4([O:19][CH2:18][CH2:17][O:16]4)[CH2:14][CH2:13]3)[C:4]=2[N:5]=[CH:6][N:7]=1.[CH2:22]([O:29][C:30]1[CH:35]=[CH:34][C:33](B(O)O)=[CH:32][CH:31]=1)[C:23]1[CH:28]=[CH:27][CH:26]=[CH:25][CH:24]=1.C(=O)([O-])[O-].[Na+].[Na+]>COCCOC.O.C1C=CC([P]([Pd]([P](C2C=CC=CC=2)(C2C=CC=CC=2)C2C=CC=CC=2)([P](C2C=CC=CC=2)(C2C=CC=CC=2)C2C=CC=CC=2)[P](C2C=CC=CC=2)(C2C=CC=CC=2)C2C=CC=CC=2)(C2C=CC=CC=2)C2C=CC=CC=2)=CC=1>[CH2:22]([O:29][C:30]1[CH:35]=[CH:34][C:33]([C:10]2[C:3]3[C:2]([Cl:1])=[N:7][CH:6]=[N:5][C:4]=3[N:8]([CH:12]3[CH2:21][CH2:20][C:15]4([O:19][CH2:18][CH2:17][O:16]4)[CH2:14][CH2:13]3)[CH:9]=2)=[CH:32][CH:31]=1)[C:23]1[CH:28]=[CH:27][CH:26]=[CH:25][CH:24]=1 |f:2.3.4,^1:55,57,76,95|. Procedure details: A mixture of 4-chloro-7-(1,4-dioxaspiro[4.5]dec-8-yl)-5-iodo-7H-pyrrolo[2,3-d]pyrimidine (3.0 g, 7.15 mmol) in ethylene glycol dimethyl ether (100 mL) was treated with 4-(benzyloxy)phenylboronic acid (1.79 g, 7.87 mmol), tetrakis(triphenylphosphine)palladium (0.496 g, 0.429 mmol), and a solution of sodium carbonate (1.83 g, 17.16 mmol) in water (50 mL). A precipitate formed after 20 minutes. Reaction was stirred for 5 hours at 80° C. under a nitrogen atmosphere. The mixture was allowed to cool t... Reactants: COc1ccc2ncc(NC(=O)OC(C)(C)C)c(Br)c2c1, ClCCl, O=C(O)C(F)(F)F. Product: COc1ccc2ncc(N)c(Br)c2c1. As a reaction SMILES: [C:1]([O:2][C:3](=[O:4])[NH:7][c:8]1[cH:9][n:10][c:11]2[cH:12][cH:13][c:14]([O:19][CH3:20])[cH:15][c:16]2[c:17]1[Br:18])([CH3:5])([CH3:6])[CH3:21].[Cl:29][CH2:30][Cl:31].[OH:22][C:23]([C:24]([F:25])([F:26])[F:27])=[O:28]>>[NH2:7][c:8]1[cH:9][n:10][c:11]2[cH:12][cH:13][c:14]([O:19][CH3:20])[cH:15][c:16]2[c:17]1[Br:18]. Reactants: ClCCC(=O)NC1=CC(=CC=C1)N1C(C=CC2=C1N=C(N=C2)NC2=C(C=C(C=C2)N2CCN(CC2)C)OC)=O (3-Chloro-N-(3-(2-((2-methoxy-4-(4-methylpiperazin-1-yl)phenyl)amino)-7-oxopyrido[2,3-d]pyrimidin-8(7H)-yl)phenyl)propanamide), CNC (dimethylamine). Conditions: temperature 50 celsius, time 90 minute. The product is CN(CCC(=O)NC1=CC(=CC=C1)N1C(C=CC2=C1N=C(N=C2)NC2=C(C=C(C=C2)N2CCN(CC2)C)OC)=O)C (3-(dimethylamino)-N-(3-(2-((2-methoxy-4-(4-methylpiperazin-1-yl)phenyl)amino)-7-oxopyrido[2,3-d]pyrimidin-8(7H)-yl)phenyl)propanamide). The yield is 76.7%. As a reaction SMILES: Cl[CH2:2][CH2:3][C:4]([NH:6][C:7]1[CH:12]=[CH:11][CH:10]=[C:9]([N:13]2[C:18]3[N:19]=[C:20]([NH:23][C:24]4[CH:29]=[CH:28][C:27]([N:30]5[CH2:35][CH2:34][N:33]([CH3:36])[CH2:32][CH2:31]5)=[CH:26][C:25]=4[O:37][CH3:38])[N:21]=[CH:22][C:17]=3[CH:16]=[CH:15][C:14]2=[O:39])[CH:8]=1)=[O:5].[CH3:40][NH:41][CH3:42]>>[CH3:40][N:41]([CH3:42])[CH2:2][CH2:3][C:4]([NH:6][C:7]1[CH:12]=[CH:11][CH:10]=[C:9]([N:13]2[C:18]3[N:19]=[C:20]([NH:23][C:24]4[CH:29]=[CH:28][C:27]([N:30]5[CH2:35][CH2:34][N:33]([CH3:36])[CH2:32][CH2:31]5)=[CH:26][C:25]=4[O:37][CH3:38])[N:21]=[CH:22][C:17]=3[CH:16]=[CH:15][C:14]2=[O:39])[CH:8]=1)=[O:5]. Procedure: 3-Chloro-N-(3-(2-((2-methoxy-4-(4-methylpiperazin-1-yl)phenyl)amino)-7-oxopyrido[2,3-d]pyrimidin-8(7H)-yl)phenyl)propanamide (57 mg, 0.086 mmol) was treated with dimethylamine (2.0 M in THF, 2.00 mL, 4.00 mmol) and stirred at 50° C. for 90 min then stirred at RT for 72 h. The reaction mixture was then purified by chromatography on silica gel on an ISCO Combiflash RF (24 g Redisep HP (Gold), using a gradient of 0-20% 2M NH3/MeOH in DCM) affording 3-(dimethylamino)-N-(3-(2-((2-methoxy-4-(4-methylp... Starting materials: CC(C)N, CC(C)O, O=CN1CCc2cc(OCC3CO3)ccc2C1. Product: CC(C)NCC(O)COc1ccc2c(c1)CCN(C=O)C2. Reaction SMILES: [CH3:18][CH:19]([CH3:20])[NH2:21].[CH:22]([OH:23])([CH3:24])[CH3:25].[O:1]1[CH:2]([CH2:3][O:4][c:5]2[cH:6][c:7]3[c:12]([cH:13][cH:14]2)[CH2:11][N:10]([CH:15]=[O:16])[CH2:9][CH2:8]3)[CH2:17]1>>[OH:1][CH:2]([CH2:3][O:4][c:5]1[cH:6][c:7]2[c:12]([cH:13][cH:14]1)[CH2:11][N:10]([CH:15]=[O:16])[CH2:9][CH2:8]2)[CH2:17][NH:21][CH:19]([CH3:18])[CH3:20]. Starting materials: C([O-])(O)=O.[Na+] (sodium bicarbonate), C(CCC)NCC1=CC=C(C=C1)CC[C@@H](C)NCC(COC1=CC=CC=C1)O ((RS)-1-[[(R)-3-[α-(butylamino)-p-tolyl]-1-methylpropyl]amino]-3-phenoxy-2-propanol), C(C=O)(=O)OC (methyl glyoxylate), O.C1(=CC=C(C=C1)S(=O)(=O)O)C (p-toluenesulfonic acid monohydrate). Run in CCOCC (ether), CO (methanol), C1=CC=CC=C1 (benzene). Yields the product ether-methanol, C(CCC)NCC1=CC=C(C=C1)CC[C@@H](C)N1C(OC(C1)COC1=CC=CC=C1)C(=O)OC (methyl(2RS,5RS)-3-[(R)-3-[α-(butylamino)-p-tolyl]-1-methylpropyl]-5-phenoxymethyl-2-oxazolidinecarboxylate). RXN SMILES: [CH2:1]([NH:5][CH2:6][C:7]1[CH:12]=[CH:11][C:10]([CH2:13][CH2:14][C@H:15]([NH:17][CH2:18][CH:19]([OH:28])[CH2:20][O:21][C:22]2[CH:27]=[CH:26][CH:25]=[CH:24][CH:23]=2)[CH3:16])=[CH:9][CH:8]=1)[CH2:2][CH2:3][CH3:4].[C:29]([O:33][CH3:34])(=[O:32])[CH:30]=O.O.C1(C)C=CC(S(O)(=O)=O)=CC=1.C(=O)(O)[O-].[Na+]>C1C=CC=CC=1.CO.CCOCC>[CH2:1]([NH:5][CH2:6][C:7]1[CH:12]=[CH:11][C:10]([CH2:13][CH2:14][C@H:15]([N:17]2[CH2:18][CH:19]([CH2:20][O:21][C:22]3[CH:23]=[CH:24][CH:25]=[CH:26][CH:27]=3)[O:28][CH:30]2[C:29]([O:33][CH3:34])=[O:32])[CH3:16])=[CH:9][CH:8]=1)[CH2:2][CH2:3][CH3:4] |f:2.3,4.5|. Reported procedure: 387 mg of (RS)-1-[[(R)-3-[α-(butylamino)-p-tolyl]-1-methylpropyl]amino]-3-phenoxy-2-propanol, 102 mg of methyl glyoxylate and 195 mg of p-toluenesulfonic acid monohydrate in 5 ml of benzene were stirred at 20°-25° C. for 6 hours. The mixture was worked up with ether and sodium bicarbonate solution. Chromatography of the crude product on silica gel with ether-methanol gave methyl(2RS,5RS)-3-[(R)-3-[α-(butylamino)-p-tolyl]-1-methylpropyl]-5-phenoxymethyl-2-oxazolidinecarboxylate, [α]D =-9° (c=0,1 ... The reactants are ethyl 3-oxo-3-methyl-pentanoate, C1(=CC=CC=C1)NN (phenyl hydrazine), C1(CC1)C1=C(C=NN1C(C)C)C=O (5-cyclopropyl-1-isopropyl-1H-pyrazole-4-carbaldehyde). Product: C(C)(C)C1=C(C=NN1C1=CC=CC=C1)C=O (5-Isopropyl-1-phenyl-1H-pyrazole-4-carbaldehyde). Reaction SMILES: [C:1]1([NH:7][NH2:8])[CH:6]=[CH:5][CH:4]=[CH:3][CH:2]=1.[CH:9]1([C:12]2N(C(C)C)N=[CH:14][C:13]=2[CH:20]=[O:21])[CH2:11][CH2:10]1>>[CH:9]([C:12]1[N:7]([C:1]2[CH:6]=[CH:5][CH:4]=[CH:3][CH:2]=2)[N:8]=[CH:14][C:13]=1[CH:20]=[O:21])([CH3:11])[CH3:10]. Reported procedure: 5-Isopropyl-1-phenyl-1H-pyrazole-4-carbaldehyde was prepared from ethyl 3-oxo-3-methyl-pentanoate and phenyl hydrazine in the same manner as 5-cyclopropyl-1-isopropyl-1H-pyrazole-4-carbaldehyde (Example 49). The product is C1(=CC=CC=C1)C=1N=C(SC1)NC=1C=C(N)C=CC1 (3-(4-phenylthiazol-2-yl)aminoaniline). Reactants: C(C)(=O)NC=1C=C(C=CC1)NC(=S)N (N-(3-acetylaminophenyl)thiourea), BrCC(=O)C1=CC=CC=C1 (2-bromoacetophenone). Solvent: C(C)O (ethanol). Procedure: A mixture of N-(3-acetylaminophenyl)thiourea (0.84 g) and 2-bromoacetophenone (0.84 g) in ethanol (10 ml) was refluxed for 15 minutes. After evaporation of the solvent, 3N hydrochloric acid was added thereto and the mixture was refluxed for 30 minutes. The mixture was made basic with sodium bicarbonate and extracted with ethyl acetate. The organic solution was washed with water and brine, dried over magnesium sulfate and concentrated. The residue was crystallized from ethanol to give 3-(4-phenyl... Reaction SMILES: C([NH:4][C:5]1[CH:6]=[C:7]([NH:11][C:12]([NH2:14])=[S:13])[CH:8]=[CH:9][CH:10]=1)(=O)C.Br[CH2:16][C:17]([C:19]1[CH:24]=[CH:23][CH:22]=[CH:21][CH:20]=1)=O>C(O)C>[C:19]1([C:17]2[N:14]=[C:12]([NH:11][C:7]3[CH:6]=[C:5]([CH:10]=[CH:9][CH:8]=3)[NH2:4])[S:13][CH:16]=2)[CH:24]=[CH:23][CH:22]=[CH:21][CH:20]=1. Yield: 82.0%.